From a dataset of the Open Reaction Database (ORD), a public repository of structured organic reaction records. describe an organic reaction: reactants, conditions, products, and yield Reactants: O1C=NC=C1C1=NC=CC=C1 (2-(oxazol-5-yl)pyridine), C(CC)(=O)Cl (Propionyl chloride), [Li]CCCC (n-BuLi). The reagents and catalysts are [Cl-].[Cl-].[Zn+2] (ZnCl2). Solvent: C1CCOC1 (THF), CCOC(=O)C (EtOAc). Conditions: time 20 minute. Product: EtOAc-hexanes, N1=C(C=CC=C1)C1=CN=C(O1)C(CC)=O (1-[5-(pyridin-2-yl)oxazol-2-yl]propan-1-one). The yield is 65.7%. As a reaction SMILES: [O:1]1[C:5]([C:6]2[CH:11]=[CH:10][CH:9]=[CH:8][N:7]=2)=[CH:4][N:3]=[CH:2]1.[Li]CCCC.[C:17](Cl)(=[O:20])[CH2:18][CH3:19]>C1COCC1.CCOC(C)=O.[Cl-].[Cl-].[Zn+2]>[N:7]1[CH:8]=[CH:9][CH:10]=[CH:11][C:6]=1[C:5]1[O:1][C:2]([C:17](=[O:20])[CH2:18][CH3:19])=[N:3][CH:4]=1 |f:5.6.7|. Reported procedure: (194) A solution of 2-(oxazol-5-yl)pyridine (98 mg, 0.67 mmol) in anhydrous THF (5 mL) cooled to −75° C. under N2 was treated with n-BuLi (2.5 M in hexanes, 1.1 equiv, 0.74 mmol, 0.3 mL), and stirred for 20 min. ZnCl2 (0.5 M in THF, 2.0 equiv, 1.34 mmol, 2.7 mL) was added at −75° C., and stirred for 45 min at 0° C. Cul (1.0 equiv, 0.67 mmol, 128 mg) was added, and the solution was stirred for 10 min at 0° C. Propionyl chloride (2.0 equiv, 1.34 mmol, 124 mg, 0.12 mL) was added and the solution wa... Reactants: O=Cc1ccccc1Br, CCCCCCCBr, [Cl-], [Mg], [NH4+], C1CCOC1. The product is CCCCCCCC(O)c1ccccc1Br. Reaction SMILES: [Br:10][c:11]1[c:12]([CH:13]=[O:14])[cH:15][cH:16][cH:17][cH:18]1.[Br:2][CH2:3][CH2:4][CH2:5][CH2:6][CH2:7][CH2:8][CH3:9].[Cl-:19].[Mg:1].[NH4+:20].[O:21]1[CH2:22][CH2:23][CH2:24][CH2:25]1>>[CH2:3]([CH2:4][CH2:5][CH2:6][CH2:7][CH2:8][CH3:9])[CH:13]([c:12]1[c:11]([Br:10])[cH:18][cH:17][cH:16][cH:15]1)[OH:14]. Reactants: [Li+].CC(C)[N-]C(C)C (LDA), N1=CC(=CC=C1)CC=1C=NC=CC1 (3-(pyridine-3-ylmethyl)pyridine), BrC1=NC(=CC=C1)C(C1=NC(=CC=C1)OC)Cl (2-bromo-6-[chloro(6-methoxypyridin-2-yl)methyl]pyridine). Run in C1CCOC1 (THF). Reaction conditions: temperature -78 celsius, time 1 hour. Product: BrC1=NC(=CC=C1)C(C(C=1C=NC=CC1)C=1C=NC=CC1)C1=NC(=CC=C1)OC (2-bromo-6-[1-(6-methoxypyridin-2-yl)-2,2-dipyridin-3-ylethyl]pyridine). Reaction SMILES: [N:1]1[CH:6]=[CH:5][CH:4]=[C:3]([CH2:7][C:8]2[CH:9]=[N:10][CH:11]=[CH:12][CH:13]=2)[CH:2]=1.[Li+].CC([N-]C(C)C)C.[Br:22][C:23]1[CH:28]=[CH:27][CH:26]=[C:25]([CH:29](Cl)[C:30]2[CH:35]=[CH:34][CH:33]=[C:32]([O:36][CH3:37])[N:31]=2)[N:24]=1>C1COCC1>[Br:22][C:23]1[CH:28]=[CH:27][CH:26]=[C:25]([CH:29]([C:30]2[CH:35]=[CH:34][CH:33]=[C:32]([O:36][CH3:37])[N:31]=2)[CH:7]([C:8]2[CH:9]=[N:10][CH:11]=[CH:12][CH:13]=2)[C:3]2[CH:2]=[N:1][CH:6]=[CH:5][CH:4]=2)[N:24]=1 |f:1.2|. Reported procedure: To a mixture of 3-(pyridine-3-ylmethyl)pyridine (2 g, 11.75 mmol) in anhydrous THF (40 mL) @ −78° C. under N2. was added LDA (9.79 mL, 1.8 M) dropwise. The mixture was stirred @ −78° C. for 1 hr and 2-bromo-6-[chloro(6-methoxypyridin-2-yl)methyl]pyridine was added. The mixture was warmed to 0° C. and stirred for 2 hr. The reaction was quenched with saturated aqueous NH4Cl, and extracted 3× with EtOAc. The combined organics were dried (anhd. Na2SO4), filtered, and concentrated. The residue was pu... Starting materials: CCCCCCCN(CCc1ccccc1)C(=O)Cc1ccc(COc2ccccc2C(=O)OC)cc1, CCO, [K+], [OH-]. The product is CCCCCCCN(CCc1ccccc1)C(=O)Cc1ccc(COc2ccccc2C(=O)O)cc1. RXN SMILES: [CH2:1]([CH2:2][CH2:3][CH2:4][CH2:5][CH2:6][CH3:7])[N:8]([C:9]([CH2:10][c:11]1[cH:12][cH:13][c:14]([CH2:15][O:16][c:17]2[c:18]([C:19](=[O:20])[O:21][CH3:22])[cH:23][cH:24][cH:25][cH:26]2)[cH:27][cH:28]1)=[O:29])[CH2:30][CH2:31][c:32]1[cH:33][cH:34][cH:35][cH:36][cH:37]1.[CH3:40][CH2:41][OH:42].[K+:39].[OH-:38]>>[CH2:1]([CH2:2][CH2:3][CH2:4][CH2:5][CH2:6][CH3:7])[N:8]([C:9]([CH2:10][c:11]1[cH:12][cH:13][c:14]([CH2:15][O:16][c:17]2[c:18]([C:19](=[O:20])[OH:21])[cH:23][cH:24][cH:25][cH:26]2)[cH:27][cH:28]1)=[O:29])[CH2:30][CH2:31][c:32]1[cH:33][cH:34][cH:35][cH:36][cH:37]1. The product is C(C1=CC=CC=C1)SC1=C(C(=O)NC2=CC=C(C=C2)OC)C=CC=C1 (2-Benzylsulfanyl-N-(4-methoxy-phenyl)-benzamide). Reported procedure: The title compound was synthesized by the same procedure as for Example 15, except 2-benzylsulfanyl-benzoic acid and 4-methoxyaniline were used instead of 2-napthoic acid and 4-iodoaniline. M+364.2 Starting materials: IC1=CC=C(N)C=C1 (4-iodoaniline), C(C1=CC=CC=C1)SC1=C(C(=O)O)C=CC=C1 (2-benzylsulfanyl-benzoic acid), COC1=CC=C(N)C=C1 (4-methoxyaniline), C1=C(C=CC2=CC=CC=C12)C(=O)O (2-napthoic acid). RXN SMILES: [CH2:1]([S:8][C:9]1[CH:17]=[CH:16][CH:15]=[CH:14][C:10]=1[C:11]([OH:13])=O)[C:2]1[CH:7]=[CH:6][CH:5]=[CH:4][CH:3]=1.[CH3:18][O:19][C:20]1[CH:26]=[CH:25][C:23]([NH2:24])=[CH:22][CH:21]=1.C1C2C(=CC=CC=2)C=CC=1C(O)=O.IC1C=CC(N)=CC=1>>[CH2:1]([S:8][C:9]1[CH:17]=[CH:16][CH:15]=[CH:14][C:10]=1[C:11]([NH:24][C:23]1[CH:25]=[CH:26][C:20]([O:19][CH3:18])=[CH:21][CH:22]=1)=[O:13])[C:2]1[CH:3]=[CH:4][CH:5]=[CH:6][CH:7]=1.